This data is from the Open Reaction Database (ORD), a public repository of structured organic reaction records. The task is: describe an organic reaction: reactants, conditions, products, and yield Starting materials: COc1ccc(CN(Cc2ccc(OC)cc2)c2ncc(-c3nc(N4CCOCC4)nc4c3CCN4)cn2)cc1, COc1ccc(CN(Cc2ccc(OC)cc2)c2ncc(-c3nc(N4CCOCC4)nc4c3CCN4C(=O)Nc3ccc(C(=O)N4CCN(C)CC4)cc3C)cn2)cc1, Cc1cc(C(=O)N2CCN(C)CC2)ccc1N. Product: Cc1cc(C(=O)N2CCN(C)CC2)ccc1NC(=O)N1CCc2c(-c3cnc(N)nc3)nc(N3CCOCC3)nc21. Reaction SMILES: [CH3:1][O:2][c:3]1[cH:4][cH:5][c:6]([CH2:7][N:8]([CH2:9][c:10]2[cH:11][cH:12][c:13]([O:14][CH3:15])[cH:16][cH:17]2)[c:18]2[n:19][cH:20][c:21](-[c:22]3[c:23]4[c:27]([n:28][c:29]([N:30]5[CH2:31][CH2:32][O:33][CH2:34][CH2:35]5)[n:36]3)[NH:26][CH2:25][CH2:24]4)[cH:37][n:38]2)[cH:39][cH:40]1.[CH3:58][c:59]1[c:60]([NH:74][C:75](=[O:76])[N:77]2[CH2:78][CH2:79][c:80]3[c:81]2[n:82][c:83]([N:111]2[CH2:112][CH2:113][O:114][CH2:115][CH2:116]2)[n:84][c:85]3-[c:86]2[cH:87][n:88][c:89]([N:92]([CH2:93][c:94]3[cH:95][cH:96][c:97]([O:98][CH3:99])[cH:100][cH:101]3)[CH2:102][c:103]3[cH:104][cH:105][c:106]([O:107][CH3:108])[cH:109][cH:110]3)[n:90][cH:91]2)[cH:61][cH:62][c:63]([C:65](=[O:66])[N:67]2[CH2:68][CH2:69][N:70]([CH3:73])[CH2:71][CH2:72]2)[cH:64]1.[NH2:41][c:42]1[cH:43][cH:44][c:45]([C:46]([N:47]2[CH2:48][CH2:49][N:50]([CH3:51])[CH2:52][CH2:53]2)=[O:54])[cH:55][c:56]1[CH3:57]>>[CH3:58][c:59]1[c:60]([NH:74][C:75](=[O:76])[N:77]2[CH2:78][CH2:79][c:80]3[c:81]2[n:82][c:83]([N:111]2[CH2:112][CH2:113][O:114][CH2:115][CH2:116]2)[n:84][c:85]3-[c:86]2[cH:87][n:88][c:89]([NH2:92])[n:90][cH:91]2)[cH:61][cH:62][c:63]([C:65](=[O:66])[N:67]2[CH2:68][CH2:69][N:70]([CH3:73])[CH2:71][CH2:72]2)[cH:64]1.